Dataset: the Open Reaction Database (ORD), a public repository of structured organic reaction records. Task: describe an organic reaction: reactants, conditions, products, and yield Starting materials: O (water), CI (Methyl iodide), OC(C(=O)OCC)C1=C(C=CC=C1)COC1OCCCC1 (ethyl α-hydroxy-2-(tetrahydropyran-2-yloxymethyl)phenylacetate), [H-].[Na+] (sodium hydride). The solvent is CN(C=O)C (N,N-dimethylformamide). Run at temperature 0 celsius, time 30 minute. The product is COC(C(=O)OCC)C1=C(C=CC=C1)COC1OCCCC1 (ethyl α-methoxy-2-(tetrahydropyran-2-yloxymethyl)phenylacetate). The yield is 95.4%. Reaction SMILES: [CH3:1]I.[OH:3][CH:4]([C:10]1[CH:15]=[CH:14][CH:13]=[CH:12][C:11]=1[CH2:16][O:17][CH:18]1[CH2:23][CH2:22][CH2:21][CH2:20][O:19]1)[C:5]([O:7][CH2:8][CH3:9])=[O:6].[H-].[Na+].O>CN(C)C=O>[CH3:1][O:3][CH:4]([C:10]1[CH:15]=[CH:14][CH:13]=[CH:12][C:11]=1[CH2:16][O:17][CH:18]1[CH2:23][CH2:22][CH2:21][CH2:20][O:19]1)[C:5]([O:7][CH2:8][CH3:9])=[O:6] |f:2.3|. Reported procedure: Methyl iodide (20.25 g, 143 mmol) was added to a solution of ethyl α-hydroxy-2-(tetrahydropyran-2-yloxymethyl)phenylacetate (14.00 g, 47.6 mmol) in N,N-dimethylformamide (40 ml), and the mixture was stirred at 0° C. 60% oily sodium hydride (1.90 g, 47.5 mmol) was added thereto. After 30 minutes, water (100 ml) was added, and the mixture was extracted with ether and dried over anhydrous magnesium sulfate. The solvent was evaporated, and the residue was purified by column chromatography on silica ...